Dataset: the Open Reaction Database (ORD), a public repository of structured organic reaction records. Task: describe an organic reaction: reactants, conditions, products, and yield Starting materials: C([O-])([O-])=O.[K+].[K+] (Potassium carbonate), CI (methyl iodide), C1(CC1)N(C(=O)[C@H]1CN(CCO1)C(=O)OC(C)(C)C)CC1=CC(=CC(=C1)OCCCOC)O (tert-butyl(2R)-2-({cyclopropyl[3-hydroxy-5-(3-methoxypropoxy)benzyl]amino}carbonyl)morpholin-4-carboxylate), O (Water). Run in CN(C=O)C (N,N-dimethylformamide). Run at time 2 hour. Yields the product C1(CC1)N(C(=O)[C@H]1CN(CCO1)C(=O)OC(C)(C)C)CC1=CC(=CC(=C1)OCCCOC)OC (tert-butyl(2R)-2-({cyclopropyl[3-methoxy-5-(3-methoxypropoxy)benzyl]amino}carbonyl)morpholin-4-carboxylate). Reaction SMILES: [C:1](=O)([O-])[O-].[K+].[K+].CI.[CH:9]1([N:12]([CH2:28][C:29]2[CH:34]=[C:33]([O:35][CH2:36][CH2:37][CH2:38][O:39][CH3:40])[CH:32]=[C:31]([OH:41])[CH:30]=2)[C:13]([C@@H:15]2[O:20][CH2:19][CH2:18][N:17]([C:21]([O:23][C:24]([CH3:27])([CH3:26])[CH3:25])=[O:22])[CH2:16]2)=[O:14])[CH2:11][CH2:10]1.O>CN(C)C=O>[CH:9]1([N:12]([CH2:28][C:29]2[CH:34]=[C:33]([O:35][CH2:36][CH2:37][CH2:38][O:39][CH3:40])[CH:32]=[C:31]([O:41][CH3:1])[CH:30]=2)[C:13]([C@@H:15]2[O:20][CH2:19][CH2:18][N:17]([C:21]([O:23][C:24]([CH3:27])([CH3:26])[CH3:25])=[O:22])[CH2:16]2)=[O:14])[CH2:10][CH2:11]1 |f:0.1.2|. Reported procedure: Potassium carbonate (54 mg) and methyl iodide (24 μL) were added to a solution of tert-butyl(2R)-2-({cyclopropyl[3-hydroxy-5-(3-methoxypropoxy)benzyl]amino}carbonyl)morpholin-4-carboxylate (a compound obtained in Reference Example 12, 120 mg) in N,N-dimethylformamide (6 ml) and the mixture was stirred at room temperature for 2 hours. Water was added to the mixture under ice-cooling and it was extracted with ethyl acetate. The organic layer was washed with water and saturated brine successively, ... Yields the product CC(C)(C)C=1C=C(C=C(C1O)C(C)(C)C)S(=O)CCC(=O)OC (Methyl 3-[[3,5-bis(1,1-dimethylethyl)-4-hydroxyphenyl]sulfinyl]propanoate). Run in ClCCl (dichloromethane). Reported procedure: A mixture of methyl 3-[[3,5-bis(1,1-dimethylethyl)-4-hydroxyphenyl]thio]propanoate (0.5 g, 1.5 mmole) and meta-chloroperoxybenzoic acid (0.32 g, 1.5 mmole) in dichloromethane (25 ml) was stirred under argon for 12 hours. Excess peroxide was destroyed with saturated aqueous potassium bisulfite and the phases were separated. The organic layer was washed with water, dried over magnesium sulfate, filtered, and concentrated in vacuo to dryness Recrystallization from diethyl ether and dichloromethane ... Reaction SMILES: [CH3:1][C:2]([C:5]1[CH:6]=[C:7]([S:16][CH2:17][CH2:18][C:19]([O:21][CH3:22])=[O:20])[CH:8]=[C:9]([C:12]([CH3:15])([CH3:14])[CH3:13])[C:10]=1[OH:11])([CH3:4])[CH3:3].ClC1C=C(C=CC=1)C(OO)=[O:28]>ClCCl>[CH3:15][C:12]([C:9]1[CH:8]=[C:7]([S:16]([CH2:17][CH2:18][C:19]([O:21][CH3:22])=[O:20])=[O:28])[CH:6]=[C:5]([C:2]([CH3:1])([CH3:3])[CH3:4])[C:10]=1[OH:11])([CH3:13])[CH3:14]. Reaction conditions: time 12 hour. Reactants: CC(C)(C)C=1C=C(C=C(C1O)C(C)(C)C)SCCC(=O)OC (methyl 3-[[3,5-bis(1,1-dimethylethyl)-4-hydroxyphenyl]thio]propanoate), ClC=1C=C(C(=O)OO)C=CC1 (meta-chloroperoxybenzoic acid). The reactants are O (water), CC1=C2C=C(NC(C2=CC=C1)=O)C1=CC=C(C#N)C=C1 (4-(5-methyl-1-oxo-1,2-dihydro-isoquinolin-3-yl)-benzonitrile), [OH-].[Na+] (NaOH), Cl (HCl). Yields the product CC1=C2C=C(NC(C2=CC=C1)=O)C1=CC=C(C(=O)O)C=C1 (4-(5-methyl-1-oxo-1,2-dihydro-isoquinolin-3-yl)-benzoic acid). The yield is 63.0%. RXN SMILES: [CH3:1][C:2]1[CH:11]=[CH:10][CH:9]=[C:8]2[C:3]=1[CH:4]=[C:5]([C:13]1[CH:20]=[CH:19][C:16]([C:17]#N)=[CH:15][CH:14]=1)[NH:6][C:7]2=[O:12].[OH-:21].[Na+].Cl.[OH2:24]>>[CH3:1][C:2]1[CH:11]=[CH:10][CH:9]=[C:8]2[C:3]=1[CH:4]=[C:5]([C:13]1[CH:20]=[CH:19][C:16]([C:17]([OH:24])=[O:21])=[CH:15][CH:14]=1)[NH:6][C:7]2=[O:12] |f:1.2|. Procedure details: To 4-(5-methyl-1-oxo-1,2-dihydro-isoquinolin-3-yl)-benzonitrile (100 mg, 0.38 mmol) was added 2M NaOH (1.5 mL) and the reaction mixture irradiated using a microwave (300 W, 130° C., 20 min). The reaction mixtures was diluted with water and adjusted to pH2 with 2M HCl whereupon a pale yellow solid precipitated out of solution. The solid was filtered, washed with water and dried. The solid was dissolved in DMF and passed through a Si-thiol cartridge to remove any residual palladium, eluting with D... Reactants: Cl.NC1=C(C=C(O)C=C1)O (4-aminoresorcinol hydrochloride), C(C)(=O)[O-].[Na+] (sodium acetate), C(OCC)(OCC)(OCC)OCC (tetraethyl orthocarbonate). Run in C(C)O (ethanol). Product: C(C)OC=1OC2=C(N1)C=CC(=C2)O (2-ethoxy-6-hydroxybenzoxazole). Yield: 60.0%. As a reaction SMILES: Cl.[NH2:2][C:3]1[CH:9]=[CH:8][C:6]([OH:7])=[CH:5][C:4]=1[OH:10].C([O-])(=O)C.[Na+].[C:16](OCC)(OCC)(OCC)[O:17][CH2:18][CH3:19]>C(O)C>[CH2:18]([O:17][C:16]1[O:10][C:4]2[CH:5]=[C:6]([OH:7])[CH:8]=[CH:9][C:3]=2[N:2]=1)[CH3:19] |f:0.1,2.3|. Reported procedure: A mixture of equivalent amounts of 4-aminoresorcinol hydrochloride and anhydrous sodium acetate in anhydrous ethanol was stirred for 16 hours at room temperature with a slight excess of tetraethyl orthocarbonate to give 2-ethoxy-6-hydroxybenzoxazole in 60% yield.